Dataset: the Open Reaction Database (ORD), a public repository of structured organic reaction records. Task: describe an organic reaction: reactants, conditions, products, and yield The reactants are COc1ccc(N2CCN(C(=O)C(CC(C)C)CN(C=O)OCc3ccccc3)CC2)cc1, [H][H]. Product: COc1ccc(N2CCN(C(=O)C(CC(C)C)CN(O)C=O)CC2)cc1. Reaction SMILES: [CH2:1]([c:2]1[cH:3][cH:4][cH:5][cH:6][cH:7]1)[O:8][N:9]([CH:10]=[O:11])[CH2:12][CH:13]([CH2:14][CH:15]([CH3:16])[CH3:17])[C:18](=[O:19])[N:20]1[CH2:21][CH2:22][N:23]([c:26]2[cH:27][cH:28][c:29]([O:32][CH3:33])[cH:30][cH:31]2)[CH2:24][CH2:25]1.[H:34][H:35]>>[OH:8][N:9]([CH:10]=[O:11])[CH2:12][CH:13]([CH2:14][CH:15]([CH3:16])[CH3:17])[C:18](=[O:19])[N:20]1[CH2:21][CH2:22][N:23]([c:26]2[cH:27][cH:28][c:29]([O:32][CH3:33])[cH:30][cH:31]2)[CH2:24][CH2:25]1. Starting materials: O=C([O-])[O-], ClCCl, COCC(OC)Oc1cc(Oc2cnc(S(C)(=O)=O)cn2)cc(-c2ccc(C(=O)NC(C(=O)OCc3ccccc3)C(C)O)[nH]2)c1, COCCN(CCOC)S(F)(F)F, [K+], [K+], [Na+], O=C([O-])O. Yields the product COCC(OC)Oc1cc(Oc2cnc(S(C)(=O)=O)cn2)cc(-c2ccc(C3=NC(C(=O)OCc4ccccc4)C(C)O3)[nH]2)c1. As a reaction SMILES: [C:60](=[O:61])([O-:62])[O-:63].[CH2:71]([Cl:72])[Cl:73].[CH3:1][O:2][CH2:3][CH:4]([O:5][c:6]1[cH:7][c:8](-[c:23]2[cH:24][cH:25][c:26]([C:28](=[O:29])[NH:30][CH:31]([CH:32]([OH:33])[CH3:34])[C:35](=[O:36])[O:37][CH2:38][c:39]3[cH:40][cH:41][cH:42][cH:43][cH:44]3)[nH:27]2)[cH:9][c:10]([O:12][c:13]2[n:14][cH:15][c:16]([S:19](=[O:20])(=[O:21])[CH3:22])[n:17][cH:18]2)[cH:11]1)[O:45][CH3:46].[CH3:47][O:48][CH2:49][CH2:50][N:51]([S:52]([F:53])([F:54])[F:55])[CH2:56][CH2:57][O:58][CH3:59].[K+:64].[K+:65].[Na+:66].[OH:67][C:68](=[O:69])[O-:70]>>[CH3:1][O:2][CH2:3][CH:4]([O:5][c:6]1[cH:7][c:8](-[c:23]2[cH:24][cH:25][c:26]([C:28]3=[N:30][CH:31]([C:35](=[O:36])[O:37][CH2:38][c:39]4[cH:40][cH:41][cH:42][cH:43][cH:44]4)[CH:32]([CH3:34])[O:33]3)[nH:27]2)[cH:9][c:10]([O:12][c:13]2[n:14][cH:15][c:16]([S:19](=[O:20])(=[O:21])[CH3:22])[n:17][cH:18]2)[cH:11]1)[O:45][CH3:46]. Reactants: O=C([O-])[O-], COCCOC, Cc1ccc(NC(=O)C2(c3ccc4c(c3)OC(F)(F)O4)CC2)nc1Cl, CC1(C)OB(c2cccc(C(O)(C(F)(F)F)C(F)(F)F)c2)OC1(C)C, [Na+], [Na+], c1ccc(P(c2ccccc2)(c2ccccc2)[Pd](P(c2ccccc2)(c2ccccc2)c2ccccc2)(P(c2ccccc2)(c2ccccc2)c2ccccc2)P(c2ccccc2)(c2ccccc2)c2ccccc2)cc1. The product is Cc1ccc(NC(=O)C2(c3ccc4c(c3)OC(F)(F)O4)CC2)nc1-c1cccc(C(O)(C(F)(F)F)C(F)(F)F)c1. RXN SMILES: [C:57](=[O:58])([O-:59])[O-:60].[CH3:51][O:52][CH2:53][CH2:54][O:55][CH3:56].[Cl:26][c:27]1[c:28]([CH3:50])[cH:29][cH:30][c:31]([NH:33][C:34](=[O:35])[C:36]2([c:39]3[cH:40][c:41]4[c:42]([cH:48][cH:49]3)[O:43][C:44]([F:46])([F:47])[O:45]4)[CH2:37][CH2:38]2)[n:32]1.[F:1][C:2]([C:3]([C:4]([F:5])([F:6])[F:7])([OH:8])[c:9]1[cH:10][c:11]([B:15]2[O:16][C:17]([CH3:18])([CH3:19])[C:20]([CH3:21])([CH3:22])[O:23]2)[cH:12][cH:13][cH:14]1)([F:24])[F:25].[Na+:61].[Na+:62].[cH:63]1[cH:64][cH:65][c:66]([P:67]([Pd:68]([P:69]([c:70]2[cH:71][cH:72][cH:73][cH:74][cH:75]2)([c:76]2[cH:77][cH:78][cH:79][cH:80][cH:81]2)[c:82]2[cH:83][cH:84][cH:85][cH:86][cH:87]2)([P:88]([c:89]2[cH:90][cH:91][cH:92][cH:93][cH:94]2)([c:95]2[cH:96][cH:97][cH:98][cH:99][cH:100]2)[c:101]2[cH:102][cH:103][cH:104][cH:105][cH:106]2)[P:107]([c:108]2[cH:109][cH:110][cH:111][cH:112][cH:113]2)([c:114]2[cH:115][cH:116][cH:117][cH:118][cH:119]2)[c:120]2[cH:121][cH:122][cH:123][cH:124][cH:125]2)([c:126]2[cH:127][cH:128][cH:129][cH:130][cH:131]2)[c:132]2[cH:133][cH:134][cH:135][cH:136][cH:137]2)[cH:138][cH:139]1>>[F:1][C:2]([C:3]([C:4]([F:5])([F:6])[F:7])([OH:8])[c:9]1[cH:10][c:11](-[c:27]2[c:28]([CH3:50])[cH:29][cH:30][c:31]([NH:33][C:34](=[O:35])[C:36]3([c:39]4[cH:40][c:41]5[c:42]([cH:48][cH:49]4)[O:43][C:44]([F:46])([F:47])[O:45]5)[CH2:37][CH2:38]3)[n:32]2)[cH:12][cH:13][cH:14]1)([F:24])[F:25].